Task: describe an organic reaction: reactants, conditions, products, and yield. Dataset: the Open Reaction Database (ORD), a public repository of structured organic reaction records Reactants: C(C)(=O)O[C@@H]1[C@H](O[C@H]([C@@H]([C@H]1OC(C)=O)OC(C)=O)C1=CC(=C(C=C1)Cl)CC=1C=CC2=C(NCC(O2)C#N)C1)COC(C)=O (acetic acid (2R,3R,4R,5S,6S)-3,4,5-triacetoxy-6-[4-chloro-3-(2-cyano-3,4-dihydro-2H-benzo[1,4]oxazin-6-ylmethyl)-phenyl]-tetrahydro-pyran-2-ylmethyl ester), [OH-].[Li+] (lithium hydroxide). Run in C1CCOC1.CO.O (THF Methanol water). Run at time 8 hour. The product is ClC1=C(CC=2C=CC3=C(NCC(O3)C#N)C2)C=C(C=C1)[C@@H]1O[C@@H]([C@H]([C@@H]([C@H]1O)O)O)CO (6-[2-chloro-5-((2S,3R,4R,5S,6R)-3,4,5-trihydroxy-6-hydroxymethyl-tetrahydro-pyran-2-yl)-benzyl]-3,4-dihydro-2H-benzo[1,4]oxazine-2-carbonitrile). The yield is 11.2%. As a reaction SMILES: C([O:4][C@H:5]1[C@H:10]([O:11]C(=O)C)[C@@H:9]([O:15]C(=O)C)[C@H:8]([C:19]2[CH:24]=[CH:23][C:22]([Cl:25])=[C:21]([CH2:26][C:27]3[CH:28]=[CH:29][C:30]4[O:35][CH:34]([C:36]#[N:37])[CH2:33][NH:32][C:31]=4[CH:38]=3)[CH:20]=2)[O:7][C@@H:6]1[CH2:39][O:40]C(=O)C)(=O)C.[OH-].[Li+]>C1COCC1.CO.O>[Cl:25][C:22]1[CH:23]=[CH:24][C:19]([C@H:8]2[C@H:9]([OH:15])[C@@H:10]([OH:11])[C@H:5]([OH:4])[C@@H:6]([CH2:39][OH:40])[O:7]2)=[CH:20][C:21]=1[CH2:26][C:27]1[CH:28]=[CH:29][C:30]2[O:35][CH:34]([C:36]#[N:37])[CH2:33][NH:32][C:31]=2[CH:38]=1 |f:1.2,3.4.5|. Procedure: To a stirred solution of acetic acid (2R,3R,4R,5S,6S)-3,4,5-triacetoxy-6-[4-chloro-3-(2-cyano-3,4-dihydro-2H-benzo[1,4]oxazin-6-ylmethyl)-phenyl]-tetrahydro-pyran-2-ylmethyl ester (430 mg) in THF:Methanol:water (2:1:1 mixture, 4 mL) was added lithium hydroxide (20 mg). After stirring at room temperature overnight, the reaction mixture was concentrated. The resulting residue was taken up in 50% methanol in ethyl acetate then filtered through celite bed. The filtrate was concentrated, and the resi... The reactants are CC(=O)N1CCc2cc(N)cnc21, CCN=C=NCCCN(C)C, Cl, O=C(O)c1cc2cc(F)ccc2n1Cc1cccc(F)c1, CN(C)C=O, On1nnc2ccccc21. Product: CC(=O)N1CCc2cc(NC(=O)c3cc4cc(F)ccc4n3Cc3cccc(F)c3)cnc21. RXN SMILES: [C:44]([CH3:45])(=[O:46])[N:47]1[CH2:48][CH2:49][c:50]2[c:51]1[n:52][cH:53][c:54]([NH2:56])[cH:55]2.[CH3:23][N:24]([CH3:25])[CH2:26][CH2:27][CH2:28][N:29]=[C:30]=[N:31][CH2:32][CH3:33].[ClH:22].[F:1][c:2]1[cH:3][c:4]2[cH:5][c:6]([C:19](=[O:20])[OH:21])[n:7]([CH2:11][c:12]3[cH:13][c:14]([F:18])[cH:15][cH:16][cH:17]3)[c:8]2[cH:9][cH:10]1.[O:57]=[CH:58][N:59]([CH3:60])[CH3:61].[OH:34][n:35]1[c:36]2[cH:37][cH:38][cH:39][cH:40][c:41]2[n:42][n:43]1>>[F:1][c:2]1[cH:3][c:4]2[cH:5][c:6]([C:19](=[O:20])[NH:56][c:54]3[cH:53][n:52][c:51]4[c:50]([cH:55]3)[CH2:49][CH2:48][N:47]4[C:44]([CH3:45])=[O:46])[n:7]([CH2:11][c:12]3[cH:13][c:14]([F:18])[cH:15][cH:16][cH:17]3)[c:8]2[cH:9][cH:10]1. Starting materials: [Si](C)(C)(C(C)(C)C)OC[C@]1(CC=2N(CCS1)C(=NN2)C2(CC2)C2=CC=C(C=C2)B2OC(C(O2)(C)C)(C)C)C ((8R)-8-({[t-Butyl(dimethyl)silyl]oxy}methyl)-8-methyl-3-{1-[4-(4,4,5,5-tetramethyl-1,3,2-dioxaborolan-2-yl)phenyl]cyclopropyl}-5,6,8,9-tetrahydro[1,2,4]triazolo[4,3-d][1,4]thiazepine), BrC1=NC=C(N=C1)C (2-bromo-5-methylpyrazine), C([O-])([O-])=O.[K+].[K+] (potassium carbonate). Reagents/catalysts: C=1C=CC(=CC1)[P](C=2C=CC=CC2)(C=3C=CC=CC3)[Pd]([P](C=4C=CC=CC4)(C=5C=CC=CC5)C=6C=CC=CC6)([P](C=7C=CC=CC7)(C=8C=CC=CC8)C=9C=CC=CC9)[P](C=1C=CC=CC1)(C=1C=CC=CC1)C=1C=CC=CC1 (tetrakis(triphenylphosphine)palladium(0)). The solvent is O (water), C(C)(=O)OCC (ethyl acetate). Yields the product [Si](C)(C)(C(C)(C)C)OC[C@]1(CC=2N(CCS1)C(=NN2)C2(CC2)C2=CC=C(C=C2)C2=NC=C(N=C2)C)C ((8R)-8-({[Tert-butyl(dimethyl)silyl]oxy}methyl)-8-methyl-3-{1-[4-(5-methylpyrazin-2-yl)phenyl]cyclopropyl}-5,6,8,9-tetrahydro[1,2,4]triazolo[4,3-d][1,4]thiazepine). Isolated yield 49.3%. RXN SMILES: [Si:1]([O:8][CH2:9][C@:10]1([CH3:38])[S:16][CH2:15][CH2:14][N:13]2[C:17]([C:20]3([C:23]4[CH:28]=[CH:27][C:26](B5OC(C)(C)C(C)(C)O5)=[CH:25][CH:24]=4)[CH2:22][CH2:21]3)=[N:18][N:19]=[C:12]2[CH2:11]1)([C:4]([CH3:7])([CH3:6])[CH3:5])([CH3:3])[CH3:2].Br[C:40]1[CH:45]=[N:44][C:43]([CH3:46])=[CH:42][N:41]=1.C(=O)([O-])[O-].[K+].[K+]>O.C(OCC)(=O)C.C1C=CC([P]([Pd]([P](C2C=CC=CC=2)(C2C=CC=CC=2)C2C=CC=CC=2)([P](C2C=CC=CC=2)(C2C=CC=CC=2)C2C=CC=CC=2)[P](C2C=CC=CC=2)(C2C=CC=CC=2)C2C=CC=CC=2)(C2C=CC=CC=2)C2C=CC=CC=2)=CC=1>[Si:1]([O:8][CH2:9][C@:10]1([CH3:38])[S:16][CH2:15][CH2:14][N:13]2[C:17]([C:20]3([C:23]4[CH:28]=[CH:27][C:26]([C:40]5[CH:45]=[N:44][C:43]([CH3:46])=[CH:42][N:41]=5)=[CH:25][CH:24]=4)[CH2:21][CH2:22]3)=[N:18][N:19]=[C:12]2[CH2:11]1)([C:4]([CH3:6])([CH3:5])[CH3:7])([CH3:3])[CH3:2] |f:2.3.4,^1:63,65,84,103|. Procedure details: A solution of the compound (300 mg, 0.54 mmol) synthesized in Example 52-2), 2-bromo-5-methylpyrazine (234 mg, 1.35 mmol), tetrakis(triphenylphosphine)palladium(0) (125 mg, 0.11 mmol), and potassium carbonate (149 mg, 1.08 mmol) in water (2 mL) was heated to reflux for 3 h. The reaction mixture was cooled to room temperature and diluted with ethyl acetate (70 ml). The organic layer was washed with saturated aqueous sodium hydrogencarbonate and saturated sodium chloride solution and then dried wi... The reactants are CN(C)C=O, [Na], O=S(Cl)Cl, O=S(=O)(O)c1cccc(-c2ccsc2)n1. Yields the product O=S(=O)(Cl)c1cccc(-c2ccsc2)n1. RXN SMILES: [CH3:17][N:18]([CH3:19])[CH:20]=[O:21].[Na:1].[S:22]([Cl:23])([Cl:24])=[O:25].[s:2]1[cH:3][c:4](-[c:7]2[cH:8][cH:9][cH:10][c:11]([S:13](=[O:14])(=[O:15])[OH:16])[n:12]2)[cH:5][cH:6]1>>[s:2]1[cH:3][c:4](-[c:7]2[cH:8][cH:9][cH:10][c:11]([S:13](=[O:14])(=[O:16])[Cl:24])[n:12]2)[cH:5][cH:6]1. Starting materials: Intermediate 7, S1C(=CC=C1)C(C(=O)OCC)=O (ethyl thienylglyoxylate), NC=1C=C(C=CC1)C(F)(F)F (3-aminobenzo-trifluoride). Yields the product C(C)OC(C(=NC1=CC(=CC=C1)C(F)(F)F)C=1SC=CC1)=O (Thiophen-2-yl-(3-trifluoromethyl-phenylimino)-acetic acid ethyl ester). RXN SMILES: [S:1]1[CH:5]=[CH:4][CH:3]=[C:2]1[C:6](=O)[C:7]([O:9][CH2:10][CH3:11])=[O:8].[NH2:13][C:14]1[CH:15]=[C:16]([C:20]([F:23])([F:22])[F:21])[CH:17]=[CH:18][CH:19]=1>>[CH2:10]([O:9][C:7](=[O:8])[C:6]([C:2]1[S:1][CH:5]=[CH:4][CH:3]=1)=[N:13][C:14]1[CH:19]=[CH:18][CH:17]=[C:16]([C:20]([F:21])([F:22])[F:23])[CH:15]=1)[CH3:11]. Procedure: Intermediate 7 was generated from ethyl thienylglyoxylate and 3-aminobenzo-trifluoride using general method G. The product was then purified on a column of silica gel (heptane/diisopropyl ether) and obtained in the form of a yellow oil.